describe an organic reaction: reactants, conditions, products, and yield From a dataset of the Open Reaction Database (ORD), a public repository of structured organic reaction records. Reactants: ClC=1C=C(C#N)C=CC1OC(C(F)(F)F)C (3-chloro-4-(2,2,2-trifluoro-1-methylethoxy)benzonitrile), [OH-].[Na+] (NaOH), CC(C)O (IPA), [OH-].[Na+] (NaOH). Run at temperature 80 celsius, time 24 hour. Yields the product ClC=1C=C(C(=O)O)C=CC1OC(C(F)(F)F)C (3-chloro-4-(2,2,2-trifluoro-1-methylethoxy)benzoic acid). RXN SMILES: [Cl:1][C:2]1[CH:3]=[C:4]([CH:7]=[CH:8][C:9]=1[O:10][CH:11]([CH3:16])[C:12]([F:15])([F:14])[F:13])[C:5]#N.[OH-:17].[Na+].CC([OH:22])C>>[Cl:1][C:2]1[CH:3]=[C:4]([CH:7]=[CH:8][C:9]=1[O:10][CH:11]([CH3:16])[C:12]([F:15])([F:14])[F:13])[C:5]([OH:22])=[O:17] |f:1.2|. Reported procedure: To a solution of 3-chloro-4-(2,2,2-trifluoro-1-methylethoxy)benzonitrile (430 mg) in IPA (3 ml) was added a 5M aqueous NaOH solution (1.37 ml), followed by stirring at 80° C. for 24 hours, and a 5M aqueous NaOH solution (1.37 ml) was further added thereto, followed by stirring at 95° C. for 24 hours. The reaction solution was concentrated until the amount was reduced to a half. To the residue was added 12M HCl, and the resulting precipitate was collected by filtration, and then dried to obtain 3... Reactants: C[C@H]1N(S(CC1)(=O)=O)CC1=CC=C(C(=O)OC)C=C1 (methyl (R)-4-(3-methyl-1,1-dioxo-1λ6-isothiazolidin-2-ylmethyl)benzoate), CC=1C(=NC=C(C1)C)N1CCNCC1 (1-(3,5-dimethylpyridin-2-yl)piperazine). The product is CC=1C(=NC=C(C1)C)N1CCN(CC1)C(=O)C1=CC=C(C=C1)CN1S(CC[C@H]1C)(=O)=O ((R)-[4-(3,5-dimethylpyridin-2-yl)piperazin-1-yl][4-(3-methyl-1,1-dioxo-1λ6-isothiazolidin-2-ylmethyl)phenyl]methanone). Isolated yield 78.3%. Reaction SMILES: [CH3:1][C@@H:2]1[CH2:6][CH2:5][S:4](=[O:8])(=[O:7])[N:3]1[CH2:9][C:10]1[CH:19]=[CH:18][C:13]([C:14]([O:16]C)=O)=[CH:12][CH:11]=1.[CH3:20][C:21]1[C:22]([N:28]2[CH2:33][CH2:32][NH:31][CH2:30][CH2:29]2)=[N:23][CH:24]=[C:25]([CH3:27])[CH:26]=1>>[CH3:20][C:21]1[C:22]([N:28]2[CH2:29][CH2:30][N:31]([C:14]([C:13]3[CH:12]=[CH:11][C:10]([CH2:9][N:3]4[C@H:2]([CH3:1])[CH2:6][CH2:5][S:4]4(=[O:7])=[O:8])=[CH:19][CH:18]=3)=[O:16])[CH2:32][CH2:33]2)=[N:23][CH:24]=[C:25]([CH3:27])[CH:26]=1. Procedure details: Using methyl (R)-4-(3-methyl-1,1-dioxo-1λ6-isothiazolidin-2-ylmethyl)benzoate (79 mg) described in Preparation Example 42 and 1-(3,5-dimethylpyridin-2-yl)piperazine (53 mg) described in Preparation Example 79 and by the reaction and treatment in the same manner as in Example 109, the title compound (96 mg) was obtained.